From a dataset of the Open Reaction Database (ORD), a public repository of structured organic reaction records. describe an organic reaction: reactants, conditions, products, and yield The reactants are C(C1=CC=CC=C1)N1N=CC(=C(C1=O)Br)OC (2-benzyl-5-methoxy-4-bromo-3(2H)-pyridazinone), N (NH3), FC1=CC=C(C=C1)B(O)O (4-fluorobenzeneboronic acid), [F-].[Cs+] (CsF). Reagents/catalysts: C=1C=CC(=CC1)[P](C=2C=CC=CC2)(C=3C=CC=CC3)[Pd]([P](C=4C=CC=CC4)(C=5C=CC=CC5)C=6C=CC=CC6)([P](C=7C=CC=CC7)(C=8C=CC=CC8)C=9C=CC=CC9)[P](C=1C=CC=CC1)(C=1C=CC=CC1)C=1C=CC=CC1 (Pd(Ph3P)4). Run in COCCOC (DME). Conditions: temperature 100 celsius. The product is C(C1=CC=CC=C1)N1N=CC(=C(C1=O)C1=CC=C(C=C1)F)OC (2-Benzyl-4-(4-fluorophenyl)-5-methoxy-3(2H)-pyridazinone). As a reaction SMILES: [CH2:1]([N:8]1[C:13](=[O:14])[C:12](Br)=[C:11]([O:16][CH3:17])[CH:10]=[N:9]1)[C:2]1[CH:7]=[CH:6][CH:5]=[CH:4][CH:3]=1.[F:18][C:19]1[CH:24]=[CH:23][C:22](B(O)O)=[CH:21][CH:20]=1.[F-].[Cs+].N>COCCOC.C1C=CC([P]([Pd]([P](C2C=CC=CC=2)(C2C=CC=CC=2)C2C=CC=CC=2)([P](C2C=CC=CC=2)(C2C=CC=CC=2)C2C=CC=CC=2)[P](C2C=CC=CC=2)(C2C=CC=CC=2)C2C=CC=CC=2)(C2C=CC=CC=2)C2C=CC=CC=2)=CC=1>[CH2:1]([N:8]1[C:13](=[O:14])[C:12]([C:22]2[CH:23]=[CH:24][C:19]([F:18])=[CH:20][CH:21]=2)=[C:11]([O:16][CH3:17])[CH:10]=[N:9]1)[C:2]1[CH:7]=[CH:6][CH:5]=[CH:4][CH:3]=1 |f:2.3,^1:40,42,61,80|. Procedure: To a mixture of 2-benzyl-5-methoxy-4-bromo-3(2H)-pyridazinone, prepared according to the method of (S. Cho et al. described in J. Het. Chem., (1996), 33, 1579-1582), (2.94 g; 10 mmol), 4-fluorobenzeneboronic acid (1.54 g; 11 mmol), and CsF (3.04 g; 22 mmol) in 25 mL of anhydrous DME, under N2, was added Pd(Ph3P)4 (347 mg 0.3 mmol). After addition, the mixture was heated at reflux for at 100° C., for 18 hours. The mixture was concentrated in vacuo and the residue partitioned between ethyl acetate...